From a dataset of the Open Reaction Database (ORD), a public repository of structured organic reaction records. describe an organic reaction: reactants, conditions, products, and yield Reactants: 30, C(C)(=O)O[C@H](/C=C/[C@H]1C2C(C([C@@H]1C\C=C/CCCC(=O)O)=O)O2)CCCCC ((5Z,13E,15S)-15-acetyloxy-10ξ,11ξ-epoxy-9-oxoprosta-5,13-dien-1-oic acid), 12, O.NN (hydrazine hydrate), resultant mixture, C(CC(O)(C(=O)O)CC(=O)O)(=O)O (citric acid). Run in CO (methanol), CO (methanol), C(C)(=O)O (acetic acid), CO (methanol). The product is C(C)(=O)O[C@H](/C=C/[C@H]1C(C=C[C@@H]1C\C=C/CCCC(=O)O)O)CCCCC ((5Z,13E,15S)-15-acetyloxy-11ξ-hydroxyprosta-5,9,13-trien-1-oic acid). As a reaction SMILES: [C:1]([O:4][C@@H:5]([CH2:24][CH2:25][CH2:26][CH2:27][CH3:28])/[CH:6]=[CH:7]/[C@@H:8]1[C@@H:12]([CH2:13]/[CH:14]=[CH:15]\[CH2:16][CH2:17][CH2:18][C:19]([OH:21])=[O:20])[C:11](=O)[CH:10]2[O:23][CH:9]12)(=[O:3])[CH3:2].O.NN.C(O)(=O)CC(CC(O)=O)(C(O)=O)O>CO.C(O)(=O)C>[C:1]([O:4][C@@H:5]([CH2:24][CH2:25][CH2:26][CH2:27][CH3:28])/[CH:6]=[CH:7]/[C@@H:8]1[C@@H:12]([CH2:13]/[CH:14]=[CH:15]\[CH2:16][CH2:17][CH2:18][C:19]([OH:21])=[O:20])[CH:11]=[CH:10][CH:9]1[OH:23])(=[O:3])[CH3:2] |f:1.2|. Procedure details: to a solution of 30 parts of (5Z,13E,15S)-15-acetyloxy-10ξ,11ξ-epoxy-9-oxoprosta-5,13-dien-1-oic acid in 1200 parts of methanol at 5° is added a solution of 12 parts of 100% hydrazine hydrate in 96 parts of methanol followed by a solution of 1 part of acetic acid in 5 parts of methanol. The resultant mixture is stirred at 5° for 30 minutes, then acidified with aqueous 2% citric acid. The mixture thus obtained is extracted with dichloromethane. The extract is washed with water, dried over anhydro...